The task is: describe an organic reaction: reactants, conditions, products, and yield. This data is from the Open Reaction Database (ORD), a public repository of structured organic reaction records. The reactants are BrCCCCOC1=CC2=C(C(=NS2)C2=CC=C(C=C2)Br)C=C1 (6-(4-Bromo-butoxy)-3-(4-bromo-phenyl)-benzo[d]isothiazole), CNCCO (2-(methylamino)ethanol). Yields the product BrC1=CC=C(C=C1)C1=NSC2=C1C=CC(=C2)OCCCCN(CCO)C (2-[[4-[3-(4-Bromo-phenyl)-benzo[d]isothiazol-6-yloxy]-butyl]-methyl-amino]-ethanol). Reaction SMILES: Br[CH2:2][CH2:3][CH2:4][CH2:5][O:6][C:7]1[CH:22]=[CH:21][C:10]2[C:11]([C:14]3[CH:19]=[CH:18][C:17]([Br:20])=[CH:16][CH:15]=3)=[N:12][S:13][C:9]=2[CH:8]=1.[CH3:23][NH:24][CH2:25][CH2:26][OH:27]>>[Br:20][C:17]1[CH:18]=[CH:19][C:14]([C:11]2[C:10]3[CH:21]=[CH:22][C:7]([O:6][CH2:5][CH2:4][CH2:3][CH2:2][N:24]([CH3:23])[CH2:25][CH2:26][OH:27])=[CH:8][C:9]=3[S:13][N:12]=2)=[CH:15][CH:16]=1. Procedure details: According to the method in example 4, 6-(4-Bromo-butoxy)-3-(4-bromo-phenyl)-benzo[d]isothiazole and 2-(methylamino)ethanol were converted to yield 2-[[4-[3-(4-Bromo-phenyl)-benzo[d]isothiazol-6-yloxy]-butyl]-methyl-amino]-ethanol, MS: 436 (MH+, 1Br). Reported procedure: A solution prepared by dissolving 22 g of N-acetylglucosamine and 11 g of pyruvic acid in 50 mM of Tris-HCl buffer (pH 7.5) containing 5 mM ATP and 5 mM MgCl2To the solution was added 15 mg of protein having renin binding activities obtained in example 3 and 500 unit of N-acetylneuraminic acid lyase, and the total volume of the solution was adjusted to 0.5 liter. The mixture was reacted at 30° C. for 48 hours. After the reaction, 12.4 g of N-acetylneuraminic acid was produced in the reaction mix... Solvent: C(C(CO)(CO)N)O.Cl (Tris-HCl). Yields the product C(C)(=O)N[C@@H]1[C@H](CC(C(O)=O)(O)O[C@H]1[C@H](O)[C@H](O)CO)O (N-acetylneuraminic acid). Reaction SMILES: [C:1]([NH:4][C@@H:5]1[C@@H:11]([OH:12])[C@H:10]([OH:13])[C@@H:9]([CH2:14][OH:15])[O:8][CH:6]1[OH:7])(=[O:3])[CH3:2].[C:16]([OH:21])(=[O:20])[C:17]([CH3:19])=[O:18].P(OC[C@H]1O[C@@H](N2C3N=CN=C(N)C=3N=C2)[C@H](O)[C@@H]1O)(OP(OP(O)(O)=O)(O)=O)(=O)O>C(O)C(N)(CO)CO.Cl>[C:1]([NH:4][C@H:5]1[C@H:11]([C@@H:10]([C@@H:9]([CH2:14][OH:15])[OH:8])[OH:13])[O:12][C:17]([OH:18])([C:16](=[O:21])[OH:20])[CH2:19][C@@H:6]1[OH:7])(=[O:3])[CH3:2] |f:3.4|. Starting materials: C(C)(=O)N[C@H]1C(O)O[C@@H]([C@H]([C@@H]1O)O)CO (N-acetylglucosamine), C(C(=O)C)(=O)O (pyruvic acid), P(O)(=O)(OP(=O)(O)OP(=O)(O)O)OC[C@@H]1[C@H]([C@H]([C@@H](O1)N1C=NC=2C(N)=NC=NC12)O)O (ATP). Reactants: ClCCl (dichloromethane), C(#N)NC(OC1=CC=CC=C1)=NC1=C(C=C(C=C1)N1CCOCC1)Cl (N-cyano-N′-(2-chloro-4-morpholino-phenyl)-O-phenylisourea), N(N)C1=NC=CC=C1 (2-hydrazinopyridine). Solvent: C(C)(C)O (iso-propanol). Reaction conditions: temperature 115 celsius. The product is ClC1=C(C=CC(=C1)N1CCOCC1)NC1=NN(C(=N1)N)C1=NC=CC=C1 (N3-(2-Chloro-4-morpholin-4-yl-phenyl)-1-pyridin-2-yl-1H-[1,2,4]triazole-3,5-diamine). The yield is 76.8%. Reaction SMILES: [C:1]([NH:3][C:4](=[N:12][C:13]1[CH:18]=[CH:17][C:16]([N:19]2[CH2:24][CH2:23][O:22][CH2:21][CH2:20]2)=[CH:15][C:14]=1[Cl:25])OC1C=CC=CC=1)#[N:2].[NH:26]([C:28]1[CH:33]=[CH:32][CH:31]=[CH:30][N:29]=1)[NH2:27].ClCCl>C(O)(C)C>[Cl:25][C:14]1[CH:15]=[C:16]([N:19]2[CH2:20][CH2:21][O:22][CH2:23][CH2:24]2)[CH:17]=[CH:18][C:13]=1[NH:12][C:4]1[N:3]=[C:1]([NH2:2])[N:26]([C:28]2[CH:33]=[CH:32][CH:31]=[CH:30][N:29]=2)[N:27]=1. Procedure details: A mixture of N-cyano-N′-(2-chloro-4-morpholino-phenyl)-O-phenylisourea (0.10 g, 0.28 mmol) and 2-hydrazinopyridine (0.046 g, 0.42 mmol) in iso-propanol (3 mL) was heated at 115° C. for 20 h. The precipitate was filtered, washed with iso-propanol and purified by flash chromatography (SiO2) eluted with 2:98 methanol: dichloromethane to provide the title compound (0.080 g, 79% yield) as a white solid. The reactants are CC(C)(C)[Si](C)(C)OCCCNc1nc(Cl)c(C#N)cc1F, [H-], [Na+], CN(C)C=O. Product: CN(CCCO[Si](C)(C)C(C)(C)C)c1nc(Cl)c(C#N)cc1F. As a reaction SMILES: [C:3]([CH3:4])([CH3:5])([CH3:6])[Si:7]([O:8][CH2:9][CH2:10][CH2:11][NH:12][c:13]1[n:14][c:15]([Cl:22])[c:16]([C:17]#[N:18])[cH:19][c:20]1[F:21])([CH3:23])[CH3:24].[H-:1].[Na+:2].[O:25]=[CH:26][N:27]([CH3:28])[CH3:29]>>[C:3]([CH3:4])([CH3:5])([CH3:6])[Si:7]([O:8][CH2:9][CH2:10][CH2:11][N:12]([c:13]1[n:14][c:15]([Cl:22])[c:16]([C:17]#[N:18])[cH:19][c:20]1[F:21])[CH3:26])([CH3:23])[CH3:24]. Reactants: [H-].[Al+3].[Li+].[H-].[H-].[H-] (lithium aluminum hydride), ClC=1C=C(C=CC1)C=1C=2N(N=C(C1CCCCC(=O)OCC)C1=CC=CC=C1)C(=CC2)CC (ethyl 5-[4-(3-chlorophenyl)-7-ethyl-2-phenylpyrrolo[1,2-b]pyridazin-3-yl]pentanoate). Yield: 87.7%. RXN SMILES: [H-].[Al+3].[Li+].[H-].[H-].[H-].[Cl:7][C:8]1[CH:9]=[C:10]([C:14]2[C:15]3[N:16]([C:35]([CH2:38][CH3:39])=[CH:36][CH:37]=3)[N:17]=[C:18]([C:29]3[CH:34]=[CH:33][CH:32]=[CH:31][CH:30]=3)[C:19]=2[CH2:20][CH2:21][CH2:22][CH2:23][C:24](OCC)=[O:25])[CH:11]=[CH:12][CH:13]=1>O1CCCC1>[Cl:7][C:8]1[CH:9]=[C:10]([C:14]2[C:15]3[N:16]([C:35]([CH2:38][CH3:39])=[CH:36][CH:37]=3)[N:17]=[C:18]([C:29]3[CH:30]=[CH:31][CH:32]=[CH:33][CH:34]=3)[C:19]=2[CH2:20][CH2:21][CH2:22][CH2:23][CH2:24][OH:25])[CH:11]=[CH:12][CH:13]=1 |f:0.1.2.3.4.5|. Solvent: O1CCCC1 (tetrahydrofuran), O1CCCC1 (tetrahydrofuran). Run at temperature 0 celsius, time 2 hour. Yields the product ClC=1C=C(C=CC1)C=1C=2N(N=C(C1CCCCCO)C1=CC=CC=C1)C(=CC2)CC (5-[4-(3-chlorophenyl)-7-ethyl-2-phenylpyrrolo[1,2-b]pyridazin-3-yl]-1-pentanol). Reported procedure: To a suspension of lithium aluminum hydride (98.8 mg) in tetrahydrofuran (10 mL) was added ethyl 5-[4-(3-chlorophenyl)-7-ethyl-2-phenylpyrrolo[1,2-b]pyridazin-3-yl]pentanoate (600 mg) in tetrahydrofuran (10 mL) under ice-water cooling and the mixture was stirred at 0° C. for 2 hours. The reaction was quenched with saturated potassium sodium tartrate solution and the insolubles were filtereed off and washed with ethyl acetate. The filtrates were washed with brine, dried over magnesium sulfate, an... Starting materials: ClC1=NC2=CC=C(C=C2C=C1C(=O)O)Cl (2,6-dichloroquinoline-3-carboxylic acid), N[C@@H](CO)C(=O)O (L-serine). The solvent is CS(=O)C (DMSO). The product is C(=O)(O)[C@H](CO)NC1=NC2=CC=C(C=C2C=C1C(=O)O)Cl (2-((S)-1-Carboxy-2-hydroxy-ethylamino)-6-chloro-quinoline-3-carboxylic acid). RXN SMILES: Cl[C:2]1[C:11]([C:12]([OH:14])=[O:13])=[CH:10][C:9]2[C:4](=[CH:5][CH:6]=[C:7]([Cl:15])[CH:8]=2)[N:3]=1.[NH2:16][C@H:17]([C:20]([OH:22])=[O:21])[CH2:18][OH:19]>CS(C)=O>[C:20]([C@@H:17]([NH:16][C:2]1[C:11]([C:12]([OH:14])=[O:13])=[CH:10][C:9]2[C:4](=[CH:5][CH:6]=[C:7]([Cl:15])[CH:8]=2)[N:3]=1)[CH2:18][OH:19])([OH:22])=[O:21]. Procedure details: In close analogy to the procedure described in Example 1, 2,6-dichloroquinoline-3-carboxylic acid is reacted with L-serine in DMSO to provide the title compound in good yield. Starting materials: CC1OCCC1=O (2-methyltetrahydrofuran-3-one), C(C)(=O)O[BH-](OC(C)=O)OC(C)=O.[Na+] (sodium triacetoxyborohydride), BrC=1C=C(C(=NC1)C=1CCNCC1)C (5-bromo-3-methyl-1′,2′,3′,6′-tetrahydro-2,4′-bipyridine), Example 109 ( 2 ), aqueous solution, [OH-].[Na+] (sodium hydroxide). Run in ClCCl (dichloromethane). Conditions: time 6 hour. Product: BrC=1C=C(C(=NC1)C=1CCN(CC1)[C@@H]1[C@@H](OCC1)C)C (cis-4-(5-bromo-3-methyl-pyridin-2-yl)-1-(2-methyltetrahydrofuran-3-yl)-1,2,3,6-tetrahydropyridine), BrC=1C=C(C(=NC1)C=1CCN(CC1)[C@H]1[C@@H](OCC1)C)C (trans-4-(5-bromo-3-methylpyridin-2-yl)-1-(2-methyltetrahydrofuran-3-yl)-1,2,3,6-tetrahydropyridine). RXN SMILES: [Br:1][C:2]1[CH:3]=[C:4]([CH3:14])[C:5]([C:8]2[CH2:9][CH2:10][NH:11][CH2:12][CH:13]=2)=[N:6][CH:7]=1.[CH3:15][CH:16]1[C:20](=O)[CH2:19][CH2:18][O:17]1.C(O[BH-](OC(=O)C)OC(=O)C)(=O)C.[Na+].[OH-].[Na+]>ClCCl>[Br:1][C:2]1[CH:3]=[C:4]([CH3:14])[C:5]([C:8]2[CH2:9][CH2:10][N:11]([C@H:20]3[CH2:19][CH2:18][O:17][C@H:16]3[CH3:15])[CH2:12][CH:13]=2)=[N:6][CH:7]=1.[Br:1][C:2]1[CH:3]=[C:4]([CH3:14])[C:5]([C:8]2[CH2:9][CH2:10][N:11]([C@@H:20]3[CH2:19][CH2:18][O:17][C@H:16]3[CH3:15])[CH2:12][CH:13]=2)=[N:6][CH:7]=1 |f:2.3,4.5|. Procedure: To a solution of 5-bromo-3-methyl-1′,2′,3′,6′-tetrahydro-2,4′-bipyridine (2.26 g) described in Reference Example 109 (2) and 2-methyltetrahydrofuran-3-one (1.1 ml) in dichloromethane (25 ml) was added sodium triacetoxyborohydride (2.77 g), and stirred at room temperature for 6 hours. To the reaction solution was added 1 N aqueous solution of sodium hydroxide, and extracted with chloroform. The obtained organic layer was dried over anhydrous sodium sulfate, and the solvent was evaporated in vacuo...